Dataset: the Open Reaction Database (ORD), a public repository of structured organic reaction records. Task: describe an organic reaction: reactants, conditions, products, and yield Reactants: N1(CCCCC1)C1=C(C=CC=C1)C(CCC)N (1-(2-piperidino-phenyl)-1-butylamine), COC=1C=C(C=CC1C(=O)OC)CC(=O)O (3-methoxy-4-methoxycarbonyl-phenylacetic acid). The product is COC1=C(C(=O)OC)C=CC(=C1)CC(=O)NC(CCC)C1=C(C=CC=C1)N1CCCCC1 (Methyl 2-methoxy-4-[N-{1-(2-piperidino-phenyl)-1-butyl}-aminocarbonylmethyl]-benzoate). RXN SMILES: [N:1]1([C:7]2[CH:12]=[CH:11][CH:10]=[CH:9][C:8]=2[CH:13]([NH2:17])[CH2:14][CH2:15][CH3:16])[CH2:6][CH2:5][CH2:4][CH2:3][CH2:2]1.[CH3:18][O:19][C:20]1[CH:21]=[C:22]([CH2:30][C:31](O)=[O:32])[CH:23]=[CH:24][C:25]=1[C:26]([O:28][CH3:29])=[O:27]>>[CH3:18][O:19][C:20]1[CH:21]=[C:22]([CH2:30][C:31]([NH:17][CH:13]([C:8]2[CH:9]=[CH:10][CH:11]=[CH:12][C:7]=2[N:1]2[CH2:6][CH2:5][CH2:4][CH2:3][CH2:2]2)[CH2:14][CH2:15][CH3:16])=[O:32])[CH:23]=[CH:24][C:25]=1[C:26]([O:28][CH3:29])=[O:27]. Procedure: Prepared from 1-(2-piperidino-phenyl)-1-butylamine and 3-methoxy-4-methoxycarbonyl-phenylacetic acid.